Dataset: the Open Reaction Database (ORD), a public repository of structured organic reaction records. Task: describe an organic reaction: reactants, conditions, products, and yield Reactants: CC(Br)C(=O)OC(C)(C)C, O=C([O-])[O-], O=C(COc1ccc(Cl)cc1Cc1cc(Cl)ccc1O)OCc1ccccc1, [K+], [K+], CN(C)C=O. The product is CC(Oc1ccc(Cl)cc1Cc1cc(Cl)ccc1OCC(=O)OCc1ccccc1)C(=O)OC(C)(C)C. As a reaction SMILES: [C:1]([CH3:2])([CH3:3])([CH3:4])[O:5][C:6]([CH:7]([CH3:8])[Br:9])=[O:10].[C:39](=[O:40])([O-:41])[O-:42].[CH2:11]([c:12]1[cH:13][cH:14][cH:15][cH:16][cH:17]1)[O:18][C:19]([CH2:20][O:21][c:22]1[c:23]([CH2:29][c:30]2[c:31]([OH:37])[cH:32][cH:33][c:34]([Cl:36])[cH:35]2)[cH:24][c:25]([Cl:28])[cH:26][cH:27]1)=[O:38].[K+:43].[K+:44].[O:45]=[CH:46][N:47]([CH3:48])[CH3:49]>>[C:1]([CH3:2])([CH3:3])([CH3:4])[O:5][C:6]([CH:7]([CH3:8])[O:37][c:31]1[c:30]([CH2:29][c:23]2[c:22]([O:21][CH2:20][C:19]([O:18][CH2:11][c:12]3[cH:13][cH:14][cH:15][cH:16][cH:17]3)=[O:38])[cH:27][cH:26][c:25]([Cl:28])[cH:24]2)[cH:35][c:34]([Cl:36])[cH:33][cH:32]1)=[O:10]. The reactants are B, C1CCOC1, CCCN1C(=O)COc2cc(OC)ccc21, Cl. Yields the product CCCN1CCOc2cc(OC)ccc21. Reaction SMILES: [BH3:17].[CH2:19]1[O:20][CH2:21][CH2:22][CH2:23]1.[CH2:1]([CH2:2][CH3:3])[N:4]1[C:5](=[O:16])[CH2:6][O:7][c:8]2[c:9]1[cH:10][cH:11][c:12]([O:14][CH3:15])[cH:13]2.[ClH:18]>>[CH2:1]([CH2:2][CH3:3])[N:4]1[CH2:5][CH2:6][O:7][c:8]2[c:9]1[cH:10][cH:11][c:12]([O:14][CH3:15])[cH:13]2. The reactants are O=C1N(C(CC1)=O)CNC1=C(C=CC=C1)CC(N(C)C=O)C=1SC=CC1C (2-[(2,5-dioxo-1-pyrrolidinyl)methyl]amino-N-formyl-N-methyl-α-(3-methyl-2-thienyl)benzeneethanamine), [BH4-].[Na+] (sodium borohydride). The solvent is CS(=O)C (dimethyl sulfoxide). Run at time 15 minute. The product is C(=O)N(C(CC1=C(C=CC=C1)NC)C=1SC=CC1C)C (N-formyl-N-methyl-2-methylamino-α-(3-methyl-2-thienyl)benzeneethanamine). RXN SMILES: O=C1CCC(=O)N1[CH2:8][NH:9][C:10]1[CH:15]=[CH:14][CH:13]=[CH:12][C:11]=1[CH2:16][CH:17]([C:22]1[S:23][CH:24]=[CH:25][C:26]=1[CH3:27])[N:18]([CH:20]=[O:21])[CH3:19].[BH4-].[Na+]>CS(C)=O>[CH:20]([N:18]([CH3:19])[CH:17]([C:22]1[S:23][CH:24]=[CH:25][C:26]=1[CH3:27])[CH2:16][C:11]1[CH:12]=[CH:13][CH:14]=[CH:15][C:10]=1[NH:9][CH3:8])=[O:21] |f:1.2|. Procedure: A mixture of 6.39 g of 2-[(2,5-dioxo-1-pyrrolidinyl)methyl]amino-N-formyl-N-methyl-α-(3-methyl-2-thienyl)benzeneethanamine, 20 ml of anhydrous dimethyl sulfoxide and 0.72 g of sodium borohydride was stirred at ambient temperature for 15 minutes and then heated on a steam bath for 15 minutes with occasional agitation. After standing for 2 hours at ambient temperature, the reaction mixture was decanted into 150 ml of water and extracted with diethyl ether (2×100 ml). The organic phase was washed w... Reaction SMILES: Br[C:2]1[CH:7]=[CH:6][CH:5]=[CH:4][CH:3]=1.[CH3:8][O:9][C:10]1[CH:15]=[CH:14][C:13](B(O)O)=[CH:12][CH:11]=1.[F-].[K+]>C1COCC1>[CH3:8][O:9][C:10]1[CH:15]=[CH:14][C:13]([C:2]2[CH:7]=[CH:6][CH:5]=[CH:4][CH:3]=2)=[CH:12][CH:11]=1 |f:2.3|. Isolated yield 94.4%. The product is COC1=CC=C(C=C1)C1=CC=CC=C1 (4-methoxybiphenyl). Reported procedure: Bromobenzene (79 mg, 0.50 mmol) reacted with 4-methoxyphenylboronic acid (99 mg, 0.65 mmol) using 1 mol % of Pd(dba)2/Ph5FcP(t-Bu)2 and KF (87 mg, 1.50 mmol) in THF solvent at room temperature to give the title compound (87 mg, 95%) as a white solid. The reaction of 4-chloroanisole (71 mg, 0.50 mmol) with phenylboronic acid (92 mg, 0.75 mmol) gave the title compound (74 mg, 80%) using 1/2 mol % of Pd(dba)2/Ph5FcP(t-Bu)2 and KF in THF solvent at 40° C. 1H-NMR (400 MHz, CDCl3): δ 7.61 (m, 4H), 7.4... Starting materials: [F-].[K+] (KF), BrC1=CC=CC=C1 (Bromobenzene), COC1=CC=C(C=C1)B(O)O (4-methoxyphenylboronic acid), Pd(dba)2 Ph5FcP(t-Bu)2. The solvent is C1CCOC1 (THF). Starting materials: CNC=1SC2=C(N1)C=CC(=C2)[N+](=O)[O-] (methyl(6-nitro-benzothiazol-2-yl)-amine), Cl.ClCCN1CCCCC1 (N-(2-chloroethyl)-piperidine hydrochloride). The product is CN(CCN1CCCCC1)C=1SC2=C(N1)C=CC(=C2)[N+](=O)[O-] (Methyl-(6-nitro-benzothiazol-2-yl)-(2-piperidin-1-yl-ethyl)-amine), product. Isolated yield 79.0%. RXN SMILES: [CH3:1][NH:2][C:3]1[S:4][C:5]2[CH:11]=[C:10]([N+:12]([O-:14])=[O:13])[CH:9]=[CH:8][C:6]=2[N:7]=1.Cl.Cl[CH2:17][CH2:18][N:19]1[CH2:24][CH2:23][CH2:22][CH2:21][CH2:20]1>>[CH3:1][N:2]([C:3]1[S:4][C:5]2[CH:11]=[C:10]([N+:12]([O-:14])=[O:13])[CH:9]=[CH:8][C:6]=2[N:7]=1)[CH2:17][CH2:18][N:19]1[CH2:24][CH2:23][CH2:22][CH2:21][CH2:20]1 |f:1.2|. Procedure details: The title compound is prepared according to the general procedure outlined in Example 61, Step 2, utilizing methyl(6-nitro-benzothiazol-2-yl)-amine (979 mg, 4.68 mmol) and N-(2-chloroethyl)-piperidine hydrochloride (2.01 g, 10.92 mmol) to yield 1.43 g (79%) of the product. mass spectrum (ion-spray): (m/z)=321.3 (M+1). The reactants are CC(CC#C)(C#CCC)O (4-Methyl-1,5-octadiyn-4(RS)-ol), O1CCCC=C1 (dihydropyran), C1(=CC=C(C=C1)S(=O)(=O)O)C (p-toluenesulfonic acid). Solvent: C1=CC=CC=C1 (benzene). Yields the product CC(CC#C)(C#CCC)OC1OCCCC1 (4-methyl-4(RS)-tetrahydropyran-2-yloxy-1,5-octadiyne). RXN SMILES: [CH3:1][C:2]([OH:10])([C:6]#[C:7][CH2:8][CH3:9])[CH2:3][C:4]#[CH:5].[O:11]1[CH:16]=[CH:15][CH2:14][CH2:13][CH2:12]1.C1(C)C=CC(S(O)(=O)=O)=CC=1>C1C=CC=CC=1>[CH3:1][C:2]([O:10][CH:12]1[CH2:13][CH2:14][CH2:15][CH2:16][O:11]1)([C:6]#[C:7][CH2:8][CH3:9])[CH2:3][C:4]#[CH:5]. Procedure: 4-Methyl-1,5-octadiyn-4(RS)-ol is reacted with dihydropyran in the presence of p-toluenesulfonic acid in dry benzene to provide 4-methyl-4(RS)-tetrahydropyran-2-yloxy-1,5-octadiyne which in turn is reacted with triethyl tin hydride to provide 4-methyl-4(RS)-tetrahydropyran-2-yloxy-oct-5-yn-trans-1-enyl triethyl tin, having the following structural formula: ##STR12## The reactants are Cl.CN(CCCN=C=NCC)C (1-[3-(dimethylamino)propyl]-3-ethylcarbodiimide hydrochloride), ON1N=NC2=C1C=CC=C2 (1-hydroxybenzotriazole), COC(=O)C1(CCNCC1)S(=O)(=O)C1=CC=C(C=C1)OCC#CC (4-(4-but-2-ynyloxy-benzenesulfonyl)-piperidine-4-carboxylic acid methyl ester), CC1(OCC(CO1)(C)C(=O)O)C ((2,2,5-trimethyl-1,3-dioxan-5-yl)carboxylic acid), CN1CCOCC1 (N-methylmorpholine). The solvent is CN(C=O)C (dimethylformamide). Product: C(C#CC)OC1=CC=C(C=C1)S(=O)(=O)C1(CCN(CC1)C(=O)C1(COC(OC1)(C)C)C)C(=O)OC (Methyl 4-(4-but-2-ynyloxybenzenesulfonyl)-1-[(2,2,5-trimethyl-1,3-dioxan-5-yl)carbonyl]-4-piperidinecarboxylate), product. The yield is 59.0%. As a reaction SMILES: [CH3:1][O:2][C:3]([C:5]1([S:11]([C:14]2[CH:19]=[CH:18][C:17]([O:20][CH2:21][C:22]#[C:23][CH3:24])=[CH:16][CH:15]=2)(=[O:13])=[O:12])[CH2:10][CH2:9][NH:8][CH2:7][CH2:6]1)=[O:4].[CH3:25][C:26]1([CH3:36])[O:31][CH2:30][C:29]([C:33](O)=[O:34])([CH3:32])[CH2:28][O:27]1.ON1C2C=CC=CC=2N=N1.Cl.CN(C)CCCN=C=NCC.CN1CCOCC1>CN(C)C=O>[CH2:21]([O:20][C:17]1[CH:16]=[CH:15][C:14]([S:11]([C:5]2([C:3]([O:2][CH3:1])=[O:4])[CH2:10][CH2:9][N:8]([C:33]([C:29]3([CH3:32])[CH2:28][O:27][C:26]([CH3:36])([CH3:25])[O:31][CH2:30]3)=[O:34])[CH2:7][CH2:6]2)(=[O:13])=[O:12])=[CH:19][CH:18]=1)[C:22]#[C:23][CH3:24] |f:3.4|. Reported procedure: Methyl 4-(4-but-2-ynyloxybenzenesulfonyl)-1-[(2,2,5-trimethyl-1,3-dioxan-5-yl)carbonyl]-4-piperidinecarboxylate was prepared following the procedure Example 64 (step 6). Starting from 4-(4-but-2-ynyloxy-benzenesulfonyl)-piperidine-4-carboxylic acid methyl ester (500 mg, 1.29 mmol) in dimethylformamide (10 ml), (2,2,5-trimethyl-1,3-dioxan-5-yl)carboxylic acid (224 mg, 1.29 mmol), 1-hydroxybenzotriazole (209 mg, 1.56 mmol), 1-[3-(dimethylamino)propyl]-3-ethylcarbodiimide hydrochloride (346 mg, 1.8...